Task: describe an organic reaction: reactants, conditions, products, and yield. Dataset: the Open Reaction Database (ORD), a public repository of structured organic reaction records Reactants: N1=CC(=CC=C1)C=1C=C2C(=NC1)N(N=C2C=O)C2OCCCC2 (5-(pyridin-3-yl)-1-(tetrahydro-2H-pyran-2-yl)-1H-pyrazolo[3,4-b]pyridine-3-carbaldehyde), FC=1C=C(C=CC1)C=1C(=C(C=NC1)N)N (5-(3-fluorophenyl)pyridine-3,4-diamine), [S] (sulfur). Solvent: C(CCC)O (n-butanol). The product is N1=CC(=CC=C1)C=1C=C2C(=NC1)N(N=C2)C2OCCCC2 (5-(pyridin-3-yl)-1-(tetrahydro-2H-pyran-2-yl)-1H-pyrazolo[3,4-b]pyridine). Reaction SMILES: [N:1]1[CH:6]=[CH:5][CH:4]=[C:3]([C:7]2[CH:8]=[C:9]3[C:15](C=O)=[N:14][N:13]([CH:18]4[CH2:23][CH2:22][CH2:21][CH2:20][O:19]4)[C:10]3=[N:11][CH:12]=2)[CH:2]=1.FC1C=C(C2C(N)=C(N)C=NC=2)C=CC=1.[S]>C(O)CCC>[N:1]1[CH:6]=[CH:5][CH:4]=[C:3]([C:7]2[CH:8]=[C:9]3[CH:15]=[N:14][N:13]([CH:18]4[CH2:23][CH2:22][CH2:21][CH2:20][O:19]4)[C:10]3=[N:11][CH:12]=2)[CH:2]=1 |^3:38|. Procedure: A solution of 5-(pyridin-3-yl)-1-(tetrahydro-2H-pyran-2-yl)-1H-pyrazolo[3,4-b]pyridine-3-carbaldehyde (CXXXI) (65 mg, 0.21 mmol), 5-(3-fluorophenyl)pyridine-3,4-diamine (LXXV) (45 mg, 0.22 mmol) and sulfur (7 mg, 0.22 mmol) in n-butanol (10 mL) was heated at reflux overnight. The solution was cooled to room temperature, filtered and the solvent was evaporated under reduced pressure to give crude 3-(743-fluorophenyl)-3H-imidazo[4,5-c]pyridin-2-yl)-5-(pyridin-3-yl)-1-(tetrahydro-2H-pyran-2-yl)-1H-... Reactants: ClC=1C=C(OC[C@@H](CN[C@H](CO[Si](C)(C)C(C)(C)C)C)O)C=CC1 (1(R)-(3-chlorophenoxymethyl)-2-[2-t-butyldimethylsilyloxy-1(S)-methylethylamino]ethanol), N,N'-carbonyldiimidazole, CN(C=O)C (dimethylformamide). Product: [Si](C)(C)(C(C)(C)C)OC[C@H](C)N1C(O[C@H](C1)COC1=CC(=CC=C1)Cl)=O (3-[2-t-Butyldimethylsilyloxy-1(S)-methylethyl]-5(R)-(3-chlorophenoxymethyl)oxazolidin-2-one). Reaction SMILES: [Cl:1][C:2]1[CH:3]=[C:4]([CH:22]=[CH:23][CH:24]=1)[O:5][CH2:6][C@H:7]([OH:21])[CH2:8][NH:9][C@@H:10]([CH3:20])[CH2:11][O:12][Si:13]([C:16]([CH3:19])([CH3:18])[CH3:17])([CH3:15])[CH3:14].CN(C)[CH:27]=[O:28]>>[Si:13]([O:12][CH2:11][C@@H:10]([N:9]1[CH2:8][C@H:7]([CH2:6][O:5][C:4]2[CH:22]=[CH:23][CH:24]=[C:2]([Cl:1])[CH:3]=2)[O:21][C:27]1=[O:28])[CH3:20])([C:16]([CH3:17])([CH3:18])[CH3:19])([CH3:14])[CH3:15]. Procedure details: A procedure similar to that described in Preparation 11 was repeated, except that 0.82 g of 1(R)-(3-chlorophenoxymethyl)-2-[2-t-butyldimethylsilyloxy-1(S)-methylethylamino]ethanol (prepared as described in Preparation 34), 0.43 g of N,N'-carbonyldiimidazole and 10 ml of anhydrous dimethylformamide were used, to give 0.85 g of the title compound having an Rf value of 0.25 (on silica gel thin layer chromatography, using a 1:2 by volume mixture of ethyl acetate and hexane as the developing solvent)... The reagents and catalysts are [Pd] (palladium charcoal). RXN SMILES: [CH3:1][O:2][CH2:3][CH:4]([OH:21])[C@@H:5]([NH:10]C(OCC1C=CC=CC=1)=O)[CH2:6][CH:7]([CH3:9])[CH3:8].[ClH:22]>CO.[Pd]>[ClH:22].[CH3:1][O:2][CH2:3][CH:4]([OH:21])[C@@H:5]([NH2:10])[CH2:6][CH:7]([CH3:9])[CH3:8] |f:4.5|. Starting materials: COCC([C@H](CC(C)C)NC(=O)OCC1=CC=CC=C1)O ((2RS, 3S)-3-carbobenzoxyamino-2-hydroxy-5-methylhexyl methyl ether), Cl (hydrochloric acid). Procedure: To a solution of 94 mg of the ether compound obtained in 10 ml of methanol was added 0.16 ml of a 2N-hydrochloric acid, and the mixture was hydrogenated over 10 mg of a 10% palladium charcoal under hydrogen atmosphere. After filtration of the catalyst, the filtrate was evaporated under reduced pressure to obtain 54 mg of (2RS, 3S)-3-amino-2-hydroxy-5-methylhexyl methyl ether hydrochloride as a colorless viscous oil. The product is Cl.COCC([C@H](CC(C)C)N)O ((2RS, 3S)-3-amino-2-hydroxy-5-methylhexyl methyl ether hydrochloride). The solvent is CO (methanol). Starting materials: COC(=O)c1ccc(OCC2CCN(C(=O)OC(C)(C)C)CC2)cc1, ClCCl, O=C(O)C(F)(F)F. Yields the product COC(=O)c1ccc(OCC2CCNCC2)cc1. RXN SMILES: [C:1]([O:2][C:3](=[O:4])[N:8]1[CH2:9][CH2:10][CH:11]([CH2:14][O:15][c:16]2[cH:17][cH:18][c:19]([C:22](=[O:23])[O:24][CH3:25])[cH:20][cH:21]2)[CH2:12][CH2:13]1)([CH3:5])([CH3:6])[CH3:7].[Cl:33][CH2:34][Cl:35].[F:26][C:27]([F:28])([F:29])[C:30]([OH:31])=[O:32]>>[NH:8]1[CH2:9][CH2:10][CH:11]([CH2:14][O:15][c:16]2[cH:17][cH:18][c:19]([C:22](=[O:23])[O:24][CH3:25])[cH:20][cH:21]2)[CH2:12][CH2:13]1. Procedure details: Under an atmosphere of hydrogen, a mixture of 8-phenylpyrido[2,3-d]pyridazin-5(6H)-one (100 mg; It was prepared by the same procedure as described in Reference example 1→Example 1 using furo[3,4-b]pyridine-5,7-dione instead of 4,5,6,7-tetrahydro-2-benzofuran-1,3-dione, and phenylmagnesium chloride instead of 3-(bis(trimethylsilyl)amino)phenylmagnesium chloride), platinum(IV)oxide (10 mg), 1N hydrochloric acid (0.5 mL) and dimethylformamide (5 mL) was stirred at room temperature for 6 hours. The ... Reaction conditions: time 6 hour. Starting materials: C1(=CC=CC=C1)C1=NNC(C2=C1N=CC=C2)=O (8-phenylpyrido[2,3-d]pyridazin-5(6H)-one), Cl (hydrochloric acid), N1=C2C(=CC=C1)C(OC2=O)=O (furo[3,4-b]pyridine-5,7-dione), C1(=CC=CC=C1)[Mg]Cl (phenylmagnesium chloride). RXN SMILES: [C:1]1([C:7]2[C:12]3[N:13]=[CH:14][CH:15]=[CH:16][C:11]=3[C:10](=[O:17])[NH:9][N:8]=2)[CH:6]=[CH:5][CH:4]=[CH:3][CH:2]=1.N1C=CC=C2C(=O)OC(=O)C=12.C1([Mg]Cl)C=CC=CC=1.Cl>[Pt](=O)=O.CN(C)C=O>[C:1]1([C:7]2[C:12]3[NH:13][CH2:14][CH2:15][CH2:16][C:11]=3[C:10](=[O:17])[NH:9][N:8]=2)[CH:2]=[CH:3][CH:4]=[CH:5][CH:6]=1. Solvent: CN(C=O)C (dimethylformamide). The reagents and catalysts are [Pt](=O)=O (platinum(IV)oxide). The product is C1(=CC=CC=C1)C1=NNC(C2=C1NCCC2)=O (8-phenyl-2,3,4,6-tetrahydropyrido[2,3-d]pyridazin-5(1H)-one). Reactants: solution, C(CCC)[Li] (n-butyl lithium), C(C)(C)(C)OC(C1=CC(=C(C=C1)Cl)Br)=O (3-bromo-4-chlorobenzoic acid tert-butyl ester), O (water), solid, C(=O)=O (carbon dioxide). Run in CCCCCC (hexane), C1CCOC1 (THF), C(C)(=O)OCC (ethyl acetate). Conditions: time 30 minute. Reaction SMILES: [C:1]([O:5][C:6](=[O:15])[C:7]1[CH:12]=[CH:11][C:10]([Cl:13])=[C:9](Br)[CH:8]=1)([CH3:4])([CH3:3])[CH3:2].C([Li])CCC.[C:21](=[O:23])=[O:22].O>C1COCC1.CCCCCC.C(OCC)(=O)C>[C:1]([O:5][C:6](=[O:15])[C:7]1[CH:12]=[CH:11][C:10]([Cl:13])=[C:9]([C:21]([OH:23])=[O:22])[CH:8]=1)([CH3:4])([CH3:3])[CH3:2]. Product: C(C)(C)(C)OC(C1=CC(C(=O)O)=C(C=C1)Cl)=O (4-Chloro-isophthalic acid 1 tert-butyl ester). Procedure: 5.34 g 3-bromo-4-chlorobenzoic acid tert-butyl ester in 60 ml dry THF were cooled to −78° C. 12.59 ml (1.1 equivalents) of a 1.6 M solution of n-butyl lithium in hexane were added slowly and stirring was continued at −78° C. for 30 min. 20 g solid carbon dioxide were quickly crushed and added to the mixture. Cooling was continued for another 30 min before the mixture was allowed to warm up to room temperature. After 1 hr at room temperature, water and ethyl acetate were added and the organic pha... The reactants are CC=1C(=CC2=C(NCCN2)N1)Br (1,2,3,4-Tetrahydro-6-methyl-7-bromo pyrido[2,3-b]pyrazine), C(C)#N (acetonitrile), ClC1=C(CBr)C(=CC=C1F)F (2-chloro 3,6-difluoro-benzyl bromide), crude residue. Solvent: C(Cl)Cl (CH2Cl2). Yields the product BrC1=C(C2=C(NCCN2CC2=C(C(=CC=C2F)F)Cl)N=C1)C (7-bromo-1-(2-chloro-3,6-difluorobenzyl)-8-methyl-1,2,3,4-tetrahydropyrido[2,3-b]pyrazine). The yield is 23.0%. Reaction SMILES: C[C:2]1[C:3]([Br:12])=[CH:4][C:5]2[NH:10][CH2:9][CH2:8][NH:7][C:6]=2[N:11]=1.[Cl:13][C:14]1[C:21]([F:22])=[CH:20][CH:19]=[C:18]([F:23])[C:15]=1[CH2:16]Br.[C:24](#N)C>C(Cl)Cl>[Br:12][C:3]1[CH:2]=[N:11][C:6]2[NH:7][CH2:8][CH2:9][N:10]([CH2:16][C:15]3[C:18]([F:23])=[CH:19][CH:20]=[C:21]([F:22])[C:14]=3[Cl:13])[C:5]=2[C:4]=1[CH3:24]. Procedure: 1,2,3,4-Tetrahydro-6-methyl-7-bromo pyrido[2,3-b]pyrazine (0.15 g, 1 mmol), 2-chloro 3,6-difluoro-benzyl bromide (0.16 g, 1.05 mmol), KI (0.016 mmol, 0.01 g) in acetonitrile was subjected to microwave irradiation at 130° C. for 20 min. The solvent was stripped off and the crude residue was re-dissolved in CH2Cl2, washed with aqueous NaHCO3 solution. Upon drying, the residue was chromatographed, eluting with a mixture of hexanes-EtOAc (7:3) to furnish pure desired product (0.086 g 23%). The undes...